From a dataset of the Open Reaction Database (ORD), a public repository of structured organic reaction records. describe an organic reaction: reactants, conditions, products, and yield The yield is 56.6%. RXN SMILES: COC1C=CC(C=CC2C=CC(OC)=CC=2)=C(N)C=1.BrC1C=CC(OCCN2CCCCC2)=C(F)C=1.[F:37][C:38]1[CH:39]=[C:40]([NH:53][C:54]2[CH:59]=[C:58]([O:60]C)[CH:57]=[CH:56][C:55]=2[C:62]#[C:63][C:64]2[CH:69]=[CH:68][C:67]([O:70]C)=[CH:66][CH:65]=2)[CH:41]=[CH:42][C:43]=1[O:44][CH2:45][CH2:46][N:47]1[CH2:52][CH2:51][CH2:50][CH2:49][CH2:48]1>>[F:37][C:38]1[CH:39]=[C:40]([NH:53][C:54]2[CH:59]=[C:58]([OH:60])[CH:57]=[CH:56][C:55]=2[C:62]#[C:63][C:64]2[CH:69]=[CH:68][C:67]([OH:70])=[CH:66][CH:65]=2)[CH:41]=[CH:42][C:43]=1[O:44][CH2:45][CH2:46][N:47]1[CH2:48][CH2:49][CH2:50][CH2:51][CH2:52]1. Yields the product FC=1C=C(C=CC1OCCN1CCCCC1)NC=1C=C(C=CC1C#CC1=CC=C(C=C1)O)O (3-[3-Fluoro-4-(2-piperidin-1-ylethoxy)phenylamino]-4-(4-hydroxyphenylethynyl)phenol). Procedure details: Synthesized from 5-methoxy-2-[2-(4-methoxyphenyl)vinyl]phenylamine and 1-[2-(4-bromo-2-fluorophenoxy)ethyl]piperidine according to an analogous synthetic method to Example 116, [3-fluoro-4-(2-piperidin-1-ylethoxy)phenyl][5-methoxy-2-(4-methoxyphenylethynyl)phenyl]amine (124 mg) was used according to an analogous synthetic method to Example 111 to provide the title compound (66 mg). The reactants are COC=1C=CC(=C(C1)N)C=CC1=CC=C(C=C1)OC (5-methoxy-2-[2-(4-methoxyphenyl)vinyl]phenylamine), BrC1=CC(=C(OCCN2CCCCC2)C=C1)F (1-[2-(4-bromo-2-fluorophenoxy)ethyl]piperidine), FC=1C=C(C=CC1OCCN1CCCCC1)NC1=C(C=CC(=C1)OC)C#CC1=CC=C(C=C1)OC ([3-fluoro-4-(2-piperidin-1-ylethoxy)phenyl][5-methoxy-2-(4-methoxyphenylethynyl)phenyl]amine).